From a dataset of the Open Reaction Database (ORD), a public repository of structured organic reaction records. describe an organic reaction: reactants, conditions, products, and yield Starting materials: C(CCC)[Li] (n-Butyllithium), COC=1C=CC=C2C=CC(=NC12)C (8-methoxy-2-methylquinoline), IC (Iodomethane). Run in O1CCCC1 (tetrahydrofuran). Run at temperature -60 celsius, time 15 minute. Yields the product C(C)C1=NC2=C(C=CC=C2C=C1)OC (2-Ethyl-8-methoxyquinoline). RXN SMILES: [CH2:1]([Li])[CH2:2][CH2:3][CH3:4].[CH3:6][O:7][C:8]1[CH:9]=[CH:10][CH:11]=[C:12]2[C:17]=1[N:16]=C(C)C=[CH:13]2.IC>O1CCCC1>[CH2:3]([C:2]1[CH:1]=[CH:13][C:12]2[C:17](=[C:8]([O:7][CH3:6])[CH:9]=[CH:10][CH:11]=2)[N:16]=1)[CH3:4]. Procedure: n-Butyllithium (1 ml, 1.6M in hexanes) was added dropwise to a stirred solution of 8-methoxy-2-methylquinoline (0.25 g) in tetrahydrofuran (4 ml) at -60° C. under an inert atmosphere. The resulting red solution was stirred at -60° C. for 15 minutes, and then warmed to -40° C. Iodomethane (0.27 ml) was then added dropwise and the reaction warmed slowly to room temperature with continued stirring for 12 hours. The reaction was quenched with brine (50 ml) and extracted with dichloromethane (2×5ml).... Starting materials: ClC1=CC(=NC=2N1N=CC2)NC(C2=CC=C(C=C2)C(C)(C)O)=O (N-(7-chloropyrazolo[1,5-a]pyrimidin-5-yl)-4-(2-hydroxypropan-2-yl)benzamide), N1C(CNCC1)=O (piperazin-2-one). Reagents/catalysts: CS(=O)C (DMSO). The solvent is CN1CCCC1=O (NMP), CO (methanol). Yields the product OC(C)(C)C1=CC=C(C(=O)NC2=NC=3N(C(=C2)N2CC(NCC2)=O)N=CC3)C=C1 (4-(2-hydroxypropan-2-yl)-N-(7-(3-oxopiperazin-1-yl)pyrazolo[1,5-a]pyrimidin-5-yl)benzamide). The yield is 14.3%. Reaction SMILES: Cl[C:2]1[N:7]2[N:8]=[CH:9][CH:10]=[C:6]2[N:5]=[C:4]([NH:11][C:12](=[O:23])[C:13]2[CH:18]=[CH:17][C:16]([C:19]([OH:22])([CH3:21])[CH3:20])=[CH:15][CH:14]=2)[CH:3]=1.[NH:24]1[CH2:29][CH2:28][NH:27][CH2:26][C:25]1=[O:30]>CN1C(=O)CCC1.CS(C)=O.CO>[OH:22][C:19]([C:16]1[CH:17]=[CH:18][C:13]([C:12]([NH:11][C:4]2[CH:3]=[C:2]([N:27]3[CH2:28][CH2:29][NH:24][C:25](=[O:30])[CH2:26]3)[N:7]3[N:8]=[CH:9][CH:10]=[C:6]3[N:5]=2)=[O:23])=[CH:14][CH:15]=1)([CH3:21])[CH3:20]. Procedure details: A solution of N-(7-chloropyrazolo[1,5-a]pyrimidin-5-yl)-4-(2-hydroxypropan-2-yl)benzamide (2D, 50 mg, 151 mmol) and piperazin-2-one (30 mg, 0.302 mmol) in NMP (0.950 mL) was stirred at 85° C. overnight. After cooling to room temperature, the mixture was diluted with a few drops of DMSO and methanol, and was then purified by preparatory HPLC, 20-45% (MeCN/H2O gradient+0.01% TFA). Lyophilization of the combined fractions gave the titled compound as a orange solid (17 mg, 29%). 1H NMR (400 MHz, DMS... Starting materials: COP1Oc2ccccc2-c2ccccc21, Cc1ccccc1, O=C(Cl)c1ccccc1Cl. Product: O=C(c1ccccc1Cl)P1(=O)Oc2ccccc2-c2ccccc21. As a reaction SMILES: [CH3:11][O:12][P:13]1[O:14][c:15]2[c:16]([cH:23][cH:24][cH:25][cH:26]2)-[c:17]2[c:18]1[cH:19][cH:20][cH:21][cH:22]2.[CH3:27][c:28]1[cH:29][cH:30][cH:31][cH:32][cH:33]1.[Cl:1][C:2](=[O:3])[c:4]1[cH:5][cH:6][cH:7][cH:8][c:9]1[Cl:10]>>[C:2](=[O:3])([c:4]1[cH:5][cH:6][cH:7][cH:8][c:9]1[Cl:10])[P:13]1(=[O:12])[O:14][c:15]2[c:16]([cH:23][cH:24][cH:25][cH:26]2)-[c:17]2[c:18]1[cH:19][cH:20][cH:21][cH:22]2. The reactants are C(C1=CC=CC=C1)NC(C(=O)O[C@H]1CN2CCC1CC2)C2=CC=CC=C2 ((R)-quinuclidin-3-yl 2-(benzylamino)-2-phenylacetate), BrCC(=O)C1=CSC=C1 (2-bromo-1-(thiophen-3-yl)ethanone). Solvent: C(C)(=O)OCC (ethyl acetate), C(C)#N (acetonitrile). Reaction conditions: time 8 hour. The product is [Br-].C(C1=CC=CC=C1)NC(C(=O)O[C@H]1C[N+]2(CCC1CC2)CC(C2=CSC=C2)=O)C2=CC=CC=C2 ((R)-3-(2-benzylamino-2-phenyl-acetoxy)-1-(2-oxo-2-thiophen-3-yl-ethyl)-1-azonia-bicyclo[2.2.2]octane bromide). The yield is 14.6%. As a reaction SMILES: [CH2:1]([NH:8][CH:9]([C:21]1[CH:26]=[CH:25][CH:24]=[CH:23][CH:22]=1)[C:10]([O:12][C@@H:13]1[CH:18]2[CH2:19][CH2:20][N:15]([CH2:16][CH2:17]2)[CH2:14]1)=[O:11])[C:2]1[CH:7]=[CH:6][CH:5]=[CH:4][CH:3]=1.[Br:27][CH2:28][C:29]([C:31]1[CH:35]=[CH:34][S:33][CH:32]=1)=[O:30]>C(OCC)(=O)C.C(#N)C>[Br-:27].[CH2:1]([NH:8][CH:9]([C:21]1[CH:26]=[CH:25][CH:24]=[CH:23][CH:22]=1)[C:10]([O:12][C@@H:13]1[CH:18]2[CH2:17][CH2:16][N+:15]([CH2:28][C:29](=[O:30])[C:31]3[CH:35]=[CH:34][S:33][CH:32]=3)([CH2:20][CH2:19]2)[CH2:14]1)=[O:11])[C:2]1[CH:3]=[CH:4][CH:5]=[CH:6][CH:7]=1 |f:4.5|. Reported procedure: To a solution of (R)-quinuclidin-3-yl 2-(benzylamino)-2-phenylacetate (C80) (116 mg, 0.33 mmol) in ethyl acetate (3.31 mL) and acetonitrile (3.31 mL), is added 2-bromo-1-(thiophen-3-yl)ethanone (66.5 mg, 0.32 mmol). The mixture is stirred at RT overnight. The insoluble precipitate is filtered on a buckner funnel and washed with acetonitrile. The clear solution is evaporated and purified by flash chromatography (DCM/EtOH=9/1) to obtain the title compound as a white solid (26 mg, 14% yield, bromid... Starting materials: O=C(O)c1ccc(C(=O)O)c(Br)c1, CCOCCO, [K+], [K+], Cc1ccccc1N, O=C([O-])[O-], O. Product: Cc1ccccc1Nc1cc(C(=O)O)ccc1C(=O)O. As a reaction SMILES: [Br:1][c:2]1[c:3]([C:4](=[O:5])[OH:6])[cH:7][cH:8][c:9]([C:11](=[O:12])[OH:13])[cH:10]1.[CH2:29]([O:30][CH2:31][CH2:32][OH:33])[CH3:34].[K+:22].[K+:23].[NH2:14][c:15]1[c:16]([CH3:21])[cH:17][cH:18][cH:19][cH:20]1.[O-:24][C:25]([O-:26])=[O:27].[OH2:28]>>[c:2]1([NH:14][c:15]2[c:16]([CH3:21])[cH:17][cH:18][cH:19][cH:20]2)[c:3]([C:4](=[O:5])[OH:6])[cH:7][cH:8][c:9]([C:11](=[O:12])[OH:13])[cH:10]1. Starting materials: C(C)OC=1C(C(C1NC1=CC=NC=C1)=O)=O (3-ethoxy-4-(pyridine-4-yl-amino)-3-cyclobutene-1,2-dione), C(C1=CC=CC=C1)N1CCC(CC1)CCN (2-(1-benzylpiperidin-4-yl)-ethylamine). The product is C(C1=CC=CC=C1)N1CCC(CC1)CCNC=1C(C(C1NC1=CC=NC=C1)=O)=O (3-[2-(1-Benzylpiperidin-4-yl)-ethylamino]-4-(pyridin-4-yl-amino)-cyclobut-3-ene-1,2-dione). Yield: 71.0%. As a reaction SMILES: C(O[C:4]1[C:5](=[O:16])[C:6](=[O:15])[C:7]=1[NH:8][C:9]1[CH:14]=[CH:13][N:12]=[CH:11][CH:10]=1)C.[CH2:17]([N:24]1[CH2:29][CH2:28][CH:27]([CH2:30][CH2:31][NH2:32])[CH2:26][CH2:25]1)[C:18]1[CH:23]=[CH:22][CH:21]=[CH:20][CH:19]=1>>[CH2:17]([N:24]1[CH2:29][CH2:28][CH:27]([CH2:30][CH2:31][NH:32][C:4]2[C:5](=[O:16])[C:6](=[O:15])[C:7]=2[NH:8][C:9]2[CH:10]=[CH:11][N:12]=[CH:13][CH:14]=2)[CH2:26][CH2:25]1)[C:18]1[CH:23]=[CH:22][CH:21]=[CH:20][CH:19]=1. Procedure: The title compound was prepared according to the procedure described in example 37 starting from 3-ethoxy-4-(pyridine-4-yl-amino)-3-cyclobutene-1,2-dione prepared according to example 7A and 2-(1-benzylpiperidin-4-yl)-ethylamine.